Dataset: the Open Reaction Database (ORD), a public repository of structured organic reaction records. Task: describe an organic reaction: reactants, conditions, products, and yield Product: C#CCC(C=C=C)(CCCC)O[Si](C)(C)C. Starting materials: CN(C)C=O, C[Si](C)(C)Cl, O, C#CCC(O)(C=C=C)CCCC, c1c[nH]cn1. Reaction SMILES: [CH3:18][N:19]([CH3:20])[CH:21]=[O:22].[Cl:23][Si:24]([CH3:25])([CH3:26])[CH3:27].[OH2:28].[OH:1][C:2]([CH2:3][C:4]#[CH:5])([CH2:6][CH2:7][CH2:8][CH3:9])[CH:10]=[C:11]=[CH2:12].[nH:13]1[cH:14][cH:15][n:16][cH:17]1>>[O:1]([C:2]([CH2:3][C:4]#[CH:5])([CH2:6][CH2:7][CH2:8][CH3:9])[CH:10]=[C:11]=[CH2:12])[Si:24]([CH3:25])([CH3:26])[CH3:27]. The reactants are Ice water, C(C)OC(C(C(=O)N1N=NC2=C1C=CC=C2)C2CCCCC2)=O (3-benzotriazol-1-yl-2-cyclohexyl-3-oxo-propionic acid ethyl ester), ice water brine, [Li+].CC(C)[N-]C(C)C (LDA), C1(CCCC1)=O (cyclopentanone). Run in C1CCOC1 (THF), C1CCOC1 (THF), C1CCOC1 (THF). Run at temperature -78 celsius, time 2 hour. Product: C(C)OC(C(C(C1C(CCC1)=O)=O)C1CCCCC1)=O (2-Cyclohexyl-3-oxo-3-(2-oxo-cyclopentyl)-propionic acid ethyl ester). RXN SMILES: [Li+].CC([N-]C(C)C)C.[C:9]1(=[O:14])[CH2:13][CH2:12][CH2:11][CH2:10]1.[CH2:15]([O:17][C:18](=[O:37])[CH:19]([CH:31]1[CH2:36][CH2:35][CH2:34][CH2:33][CH2:32]1)[C:20](N1C2C=CC=CC=2N=N1)=[O:21])[CH3:16]>C1COCC1>[CH2:15]([O:17][C:18](=[O:37])[CH:19]([CH:31]1[CH2:36][CH2:35][CH2:34][CH2:33][CH2:32]1)[C:20](=[O:21])[CH:10]1[CH2:11][CH2:12][CH2:13][C:9]1=[O:14])[CH3:16] |f:0.1|. Procedure: To a −78° C. cold solution of LDA (2 M solution in heptane/ethylbenzene/THF, 15.7 ml, 31 mmol) in THF (96 ml) under an argon atmosphere was added a solution of cyclopentanone (2.78 ml, 31 mmol; CAS Reg. No. 120-92-3) in THF (72 ml) within 25 min. The mixture was stirred for 2 h at −78° C. A solution of 3-benzotriazol-1-yl-2-cyclohexyl-3-oxo-propionic acid ethyl ester (9 g, 29 mmol) in THF (63 ml) was added and the solution was stirred at ambient temperature for 14 h. Ice water was added, the mix... Reactants: CN1CCOCC1, CCN=C=NCCCN(C)C, O=C(O)C1CCN(c2nccc3nc(NCc4ccccc4Cl)ncc23)CC1, Cl, OCCN1CCNCC1, CN(C)C=O, O, Oc1cccc2[nH]nnc12. The product is O=C(C1CCN(c2nccc3nc(NCc4ccccc4Cl)ncc23)CC1)N1CCN(CCO)CC1. RXN SMILES: [CH3:38][N:39]1[CH2:40][CH2:41][O:42][CH2:43][CH2:44]1.[CH3:55][N:56]([CH3:57])[CH2:58][CH2:59][CH2:60][N:61]=[C:62]=[N:63][CH2:64][CH3:65].[Cl:1][c:2]1[c:3]([CH2:4][NH:5][c:6]2[n:7][cH:8][c:9]3[c:10]([n:11]2)[cH:12][cH:13][n:14][c:15]3[N:16]2[CH2:17][CH2:18][CH:19]([C:22](=[O:23])[OH:24])[CH2:20][CH2:21]2)[cH:25][cH:26][cH:27][cH:28]1.[ClH:66].[N:29]1([CH2:35][CH2:36][OH:37])[CH2:30][CH2:31][NH:32][CH2:33][CH2:34]1.[O:67]=[CH:68][N:69]([CH3:70])[CH3:71].[OH2:72].[OH:45][c:46]1[c:47]2[n:48][n:49][nH:50][c:51]2[cH:52][cH:53][cH:54]1>>[Cl:1][c:2]1[c:3]([CH2:4][NH:5][c:6]2[n:7][cH:8][c:9]3[c:10]([n:11]2)[cH:12][cH:13][n:14][c:15]3[N:16]2[CH2:17][CH2:18][CH:19]([C:22](=[O:24])[N:32]3[CH2:31][CH2:30][N:29]([CH2:35][CH2:36][OH:37])[CH2:34][CH2:33]3)[CH2:20][CH2:21]2)[cH:25][cH:26][cH:27][cH:28]1. The reactants are C(C1=CC=CC=C1)OC(=O)N(N1C(C2=CC=C(C=C2C(=C1C(=O)O)C1=CC=CC=C1)Cl)=O)C (2-[(benzyloxycarbonyl)(methyl)amino]-6-chloro-1-oxo-4-phenyl-1,2-dihydroisoquinoline-3-carboxylic acid), C1CCC(CC1)CO (4-cyclohexylmethylalcohol). Product: C1(CCCCC1)COC(=O)C=1N(C(C2=CC=C(C=C2C1C1=CC=CC=C1)Cl)=O)NC (6-chloro-2-methylamino-1-oxo-4-phenyl-1,2-dihydroisoquinoline-3-carboxylic acid cyclohexylmethyl ester). RXN SMILES: C(O[C:9]([N:11](C)[N:12]1[C:21]([C:22]([OH:24])=[O:23])=[C:20]([C:25]2[CH:30]=[CH:29][CH:28]=[CH:27][CH:26]=2)[C:19]2[C:14](=[CH:15][CH:16]=[C:17]([Cl:31])[CH:18]=2)[C:13]1=[O:32])=O)C1C=CC=CC=1.[CH2:34]1[CH2:39][CH2:38][CH:37]([CH2:40]O)[CH2:36][CH2:35]1>>[CH:37]1([CH2:40][O:24][C:22]([C:21]2[N:12]([NH:11][CH3:9])[C:13](=[O:32])[C:14]3[C:19]([C:20]=2[C:25]2[CH:26]=[CH:27][CH:28]=[CH:29][CH:30]=2)=[CH:18][C:17]([Cl:31])=[CH:16][CH:15]=3)=[O:23])[CH2:38][CH2:39][CH2:34][CH2:35][CH2:36]1. Procedure: The present compound was synthesized by a method similar to that in Example 207 and using 2-[(benzyloxycarbonyl)(methyl)amino]-6-chloro-1-oxo-4-phenyl-1,2-dihydroisoquinoline-3-carboxylic acid (200 mg) and 4-cyclohexylmethylalcohol. Reactants: Cl (HCl), C(CCC)OC(=O)N(CCC)C1CC2=CC=C(C(=C2CC1)OCC1=CC=CC=C1)OCC1=CC=CC=C1 (butoxycarbonyl-N-propyl-5,6-di(phenylmethoxy)-1,2,3,4-tetrahydro-2-naphthylamine). Solvent: C(C)(=O)OCC (ethyl acetate), C(C)(=O)OCC (ethyl acetate). Yields the product Cl.C(CC)N[C@@H]1CC2=CC=C(C(=C2CC1)OCC1=CC=CC=C1)OCC1=CC=CC=C1 ((S)-N-propyl-5,6-di(phenylmethoxy)-1,2,3,4-tetrahydro-2-naphthylamine hydrochloride). RXN SMILES: [ClH:1].C(OC([N:9]([CH:13]1[CH2:22][CH2:21][C:20]2[C:15](=[CH:16][CH:17]=[C:18]([O:31][CH2:32][C:33]3[CH:38]=[CH:37][CH:36]=[CH:35][CH:34]=3)[C:19]=2[O:23][CH2:24][C:25]2[CH:30]=[CH:29][CH:28]=[CH:27][CH:26]=2)[CH2:14]1)[CH2:10][CH2:11][CH3:12])=O)CCC>C(OCC)(=O)C>[ClH:1].[CH2:10]([NH:9][C@H:13]1[CH2:22][CH2:21][C:20]2[C:15](=[CH:16][CH:17]=[C:18]([O:31][CH2:32][C:33]3[CH:38]=[CH:37][CH:36]=[CH:35][CH:34]=3)[C:19]=2[O:23][CH2:24][C:25]2[CH:26]=[CH:27][CH:28]=[CH:29][CH:30]=2)[CH2:14]1)[CH2:11][CH3:12] |f:3.4|. Procedure details: A solution of HCl in ethyl acetate (13% w/v) (250 ml) was added to a solution of (S)-N-t.butoxycarbonyl-N-propyl-5,6-di(phenylmethoxy)-1,2,3,4-tetrahydro-2-naphthylamine (23 g; 45.8 mmoles) in ethyl acetate (100 ml), under stirring at room temperature. Starting materials: ClCCCl, CC#N, O=C(O)c1ccc(Cc2cc(-c3ccc(OC(F)(F)F)cc3)nn2C2CCCCC2)cc1, CCN(C(C)C)C(C)C, Nc1nnn[nH]1, CN(C)C=O, O, O, On1nnc2ccccc21. Product: O=C(Nc1nnn[nH]1)c1ccc(Cc2cc(-c3ccc(OC(F)(F)F)cc3)nn2C2CCCCC2)cc1. Reaction SMILES: [CH2:68]([Cl:69])[CH2:70][Cl:71].[CH3:64][C:65]#[N:66].[CH:1]1([n:7]2[n:8][c:9](-[c:22]3[cH:23][cH:24][c:25]([O:28][C:29]([F:30])([F:31])[F:32])[cH:26][cH:27]3)[cH:10][c:11]2[CH2:12][c:13]2[cH:14][cH:15][c:16]([C:17](=[O:18])[OH:19])[cH:20][cH:21]2)[CH2:2][CH2:3][CH2:4][CH2:5][CH2:6]1.[CH:50]([N:51]([CH2:52][CH3:53])[CH:54]([CH3:55])[CH3:56])([CH3:57])[CH3:58].[NH2:44][c:45]1[n:46][n:47][n:48][nH:49]1.[O:59]=[CH:60][N:61]([CH3:62])[CH3:63].[OH2:43].[OH2:67].[OH:33][n:34]1[c:35]2[c:36]([cH:37][cH:38][cH:39][cH:40]2)[n:41][n:42]1>>[CH:1]1([n:7]2[n:8][c:9](-[c:22]3[cH:23][cH:24][c:25]([O:28][C:29]([F:30])([F:31])[F:32])[cH:26][cH:27]3)[cH:10][c:11]2[CH2:12][c:13]2[cH:14][cH:15][c:16]([C:17](=[O:18])[NH:44][c:45]3[n:46][n:47][n:48][nH:49]3)[cH:20][cH:21]2)[CH2:2][CH2:3][CH2:4][CH2:5][CH2:6]1. Starting materials: C(C1=CC=CC=C1)OC=1C=C(C=C(C1)OCC1=CC=CC=C1)C(CN(C(C)(C)C)CC1=CC=CC=C1)=O (3',5'-dibenzyloxy-ω-(benzyl-t-butylamino)-acetophenone), [BH4-].[Na+] (sodium borohydride), CO (methanol). Solvent: C(C)O (ethanol). Run at time 8 hour. The product is C(C1=CC=CC=C1)OC=1C=C(C=C(C1)OCC1=CC=CC=C1)C(CN(C(C)(C)C)CC1=CC=CC=C1)O (1-(3',5'-dibenzyloxyphenyl)-2-(benzyl-t-butylamino)-ethanol). RXN SMILES: [CH2:1]([O:8][C:9]1[CH:10]=[C:11]([C:23](=[O:37])[CH2:24][N:25]([CH2:30][C:31]2[CH:36]=[CH:35][CH:34]=[CH:33][CH:32]=2)[C:26]([CH3:29])([CH3:28])[CH3:27])[CH:12]=[C:13]([O:15][CH2:16][C:17]2[CH:22]=[CH:21][CH:20]=[CH:19][CH:18]=2)[CH:14]=1)[C:2]1[CH:7]=[CH:6][CH:5]=[CH:4][CH:3]=1.[BH4-].[Na+].CO>C(O)C>[CH2:16]([O:15][C:13]1[CH:12]=[C:11]([CH:23]([OH:37])[CH2:24][N:25]([CH2:30][C:31]2[CH:36]=[CH:35][CH:34]=[CH:33][CH:32]=2)[C:26]([CH3:29])([CH3:28])[CH3:27])[CH:10]=[C:9]([O:8][CH2:1][C:2]2[CH:7]=[CH:6][CH:5]=[CH:4][CH:3]=2)[CH:14]=1)[C:17]1[CH:18]=[CH:19][CH:20]=[CH:21][CH:22]=1 |f:1.2|. Reported procedure: To 18.3 g of 3',5'-dibenzyloxy-ω-(benzyl-t-butylamino)-acetophenone in ethanol were added 2 g of sodium borohydride. The reaction mixture was allowed to stand overnight. Some methanol was added and the solution was evaporated. To the residue was added water and 2-N sodium hydroxide solution and the water phase was extracted with ether. The ether phase was dried with magnesium sulphate. The ether was evaporated and an oil was collected, which crystallized on standing. M.p. 78°-79°C. The resulting... The reactants are BrCCn1cccc1, CC(=O)N(c1ccc(Cl)cc1)C1CC(C)N(C(=O)c2ccc(O)cc2)c2ccccc21, [K+], [K+], O=C([O-])[O-], CN(C)C=O. The product is CC(=O)N(c1ccc(Cl)cc1)C1CC(C)N(C(=O)c2ccc(OCCn3cccc3)cc2)c2ccccc21. RXN SMILES: [Br:38][CH2:39][CH2:40][n:41]1[cH:42][cH:43][cH:44][cH:45]1.[Cl:1][c:2]1[cH:3][cH:4][c:5]([N:8]([C:9]([CH3:10])=[O:11])[CH:12]2[CH2:13][CH:14]([CH3:31])[N:15]([C:22]([c:23]3[cH:24][cH:25][c:26]([OH:29])[cH:27][cH:28]3)=[O:30])[c:16]3[cH:17][cH:18][cH:19][cH:20][c:21]32)[cH:6][cH:7]1.[K+:32].[K+:33].[O-:34][C:35]([O-:36])=[O:37].[O:46]=[CH:47][N:48]([CH3:49])[CH3:50]>>[Cl:1][c:2]1[cH:3][cH:4][c:5]([N:8]([C:9]([CH3:10])=[O:11])[CH:12]2[CH2:13][CH:14]([CH3:31])[N:15]([C:22]([c:23]3[cH:24][cH:25][c:26]([O:29][CH2:39][CH2:40][n:41]4[cH:42][cH:43][cH:44][cH:45]4)[cH:27][cH:28]3)=[O:30])[c:16]3[cH:17][cH:18][cH:19][cH:20][c:21]32)[cH:6][cH:7]1.